This data is from the Open Reaction Database (ORD), a public repository of structured organic reaction records. The task is: describe an organic reaction: reactants, conditions, products, and yield The reactants are CCOC(=O)C.CCCCCC (EtOAc hexane), C1CCSC(C2=C(C=CC(=C2)C(=O)OC)NS(=O)(=O)C)S1 (2-(methanesulfonylamino)-5-(methoxycarbonyl)benzaldehyde trimethylene mercaptal), C1=CC(=C(C=C1[N+](=O)[O-])[N+](=O)[O-])O (2,4-DNP). The reagents and catalysts are [Cu]=O (copper (II) oxide), [Cu](Cl)Cl (copper (II) chloride). Solvent: CC(=O)C (acetone), CC(=O)C (acetone), CN(C=O)C (N,N-dimethylformamide). The product is CS(=O)(=O)NC1=C(C=O)C=C(C=C1)C(=O)OC (2-(methanesulfonylamino)-5-(methoxycarbonyl)benzaldehyde). Isolated yield 79.0%. RXN SMILES: C1S[CH:5]([C:6]2[CH:11]=[C:10]([C:12]([O:14][CH3:15])=[O:13])[CH:9]=[CH:8][C:7]=2[NH:16][S:17]([CH3:20])(=[O:19])=[O:18])SCC1.CC[O:24]C(C)=O.CCCCCC.C1C([N+]([O-])=O)=CC([N+]([O-])=O)=C(O)C=1>CN(C)C=O.CC(C)=O.[Cu]=O.[Cu](Cl)Cl>[CH3:20][S:17]([NH:16][C:7]1[CH:8]=[CH:9][C:10]([C:12]([O:14][CH3:15])=[O:13])=[CH:11][C:6]=1[CH:5]=[O:24])(=[O:19])=[O:18] |f:1.2|. Procedure details: A sample of 2-(methanesulfonylamino)-5-(methoxycarbonyl)benzaldehyde trimethylene mercaptal (7.66 g, 0.022 mol) dissolved in N,N-dimethylformamide (4.35 mL) and acetone (39.13 mL) was added over a 5-min period through a dropping funnel to a solution of copper (II) oxide (2.09 g, 0.026 mol), copper (II) chloride (7.0 g, 0.055 mol) in acetone (174.0 mL) and heated at reflux. After 2 h at reflux, thin-layer chromatography analysis (SiO2, EtOAc:hexane 1:1) showed disappearance of the starting materi... Reactants: OC1=CC=2CC[C@H]3[C@@H]4CCC([C@@]4(C)CC[C@@H]3C2C=C1C(C=C)C)=O (3-hydroxy-2-(1-methyl-2-propenyl)estra-1,3,5(10)-trien-17-one), [H][H] (hydrogen). The reagents and catalysts are [Pd] (Pd/C). Run in C(C)O (ethanol). The product is OC1=CC=2CC[C@H]3[C@@H]4CCC([C@@]4(C)CC[C@@H]3C2C=C1C(CC)C)=O (3-Hydroxy-2-(1methylpropyl)-estra-1,3,5(10)-trien-17-one). Yield: 65.9%. As a reaction SMILES: [OH:1][C:2]1[C:19]([CH:20]([CH3:23])[CH:21]=[CH2:22])=[CH:18][C:17]2[C@@H:16]3[C@H:7]([C@H:8]4[C@@:12]([CH2:14][CH2:15]3)([CH3:13])[C:11](=[O:24])[CH2:10][CH2:9]4)[CH2:6][CH2:5][C:4]=2[CH:3]=1.[H][H]>C(O)C.[Pd]>[OH:1][C:2]1[C:19]([CH:20]([CH3:23])[CH2:21][CH3:22])=[CH:18][C:17]2[C@@H:16]3[C@H:7]([C@H:8]4[C@@:12]([CH2:14][CH2:15]3)([CH3:13])[C:11](=[O:24])[CH2:10][CH2:9]4)[CH2:6][CH2:5][C:4]=2[CH:3]=1. Reported procedure: To a solution of the known 3-hydroxy-2-(1-methyl-2-propenyl)estra-1,3,5(10)-trien-17-one (ref. Patton, 1962; Chemical Abstracts Registry Number [98543-85-2], 30 mg, 0.093 mmol) dissolved in 10 mL of anhydrous ethanol was added 20 mg of 5% Pd/C. The reaction flask was shaken under 2.7 atm. of hydrogen for 3 h. The reaction mixture was then filtered and the catalyst was washed with ethanol. After solvent removal, the crude product was purified by chromatography (silica gel eluted with 12.5% ethyl ... The reactants are CC(=O)O[BH-](OC(C)=O)OC(C)=O, CCc1nc2ccccc2n1-c1nc(N2CCOCC2)c2nc(C=O)n(C)c2n1, [Na+], C1CN(C2COC2)CC2(CC2)N1. Yields the product CCc1nc2ccccc2n1-c1nc(N2CCOCC2)c2nc(CN3CCN(C4COC4)CC34CC4)n(C)c2n1. RXN SMILES: [C:42]([O:43][BH-:44]([O:45][C:46](=[O:47])[CH3:48])[O:49][C:50](=[O:51])[CH3:52])(=[O:53])[CH3:54].[CH2:1]([CH3:2])[c:3]1[n:4][c:5]2[c:6]([n:7]1-[c:8]1[n:9][c:10]([N:20]3[CH2:21][CH2:22][O:23][CH2:24][CH2:25]3)[c:11]3[n:12][c:13]([CH:18]=[O:19])[n:14]([CH3:17])[c:15]3[n:16]1)[cH:26][cH:27][cH:28][cH:29]2.[Na+:55].[O:30]1[CH2:31][CH:32]([N:34]2[CH2:35][CH2:36][NH:37][C:38]3([CH2:39][CH2:40]3)[CH2:41]2)[CH2:33]1>>[CH2:1]([CH3:2])[c:3]1[n:4][c:5]2[c:6]([n:7]1-[c:8]1[n:9][c:10]([N:20]3[CH2:21][CH2:22][O:23][CH2:24][CH2:25]3)[c:11]3[n:12][c:13]([CH2:18][N:37]4[CH2:36][CH2:35][N:34]([CH:32]5[CH2:31][O:30][CH2:33]5)[CH2:41][C:38]45[CH2:39][CH2:40]5)[n:14]([CH3:17])[c:15]3[n:16]1)[cH:26][cH:27][cH:28][cH:29]2.